From a dataset of the Open Reaction Database (ORD), a public repository of structured organic reaction records. describe an organic reaction: reactants, conditions, products, and yield The reactants are CC(C)(C)OC(=O)NCC1CCN(c2ccnc(O)c2)CC1, Cc1ccccc1, ClCCl. The product is NCC1CCN(c2ccnc(O)c2)CC1. As a reaction SMILES: [C:1]([O:2][C:3](=[O:4])[NH:7][CH2:8][CH:9]1[CH2:10][CH2:11][N:12]([c:15]2[cH:16][c:17]([OH:21])[n:18][cH:19][cH:20]2)[CH2:13][CH2:14]1)([CH3:5])([CH3:6])[CH3:22].[CH3:23][c:24]1[cH:25][cH:26][cH:27][cH:28][cH:29]1.[Cl:30][CH2:31][Cl:32]>>[NH2:7][CH2:8][CH:9]1[CH2:10][CH2:11][N:12]([c:15]2[cH:16][c:17]([OH:21])[n:18][cH:19][cH:20]2)[CH2:13][CH2:14]1. The reactants are CC(=O)OC(C)(C)C, [Li]CCCC, C1CCOC1, CCOC(=O)CCCl. Yields the product CC(C)(C)OC(=O)CC(=O)CCCl. As a reaction SMILES: [C:6]([CH3:7])(=[O:8])[O:9][C:10]([CH3:11])([CH3:12])[CH3:13].[CH2:1]([Li:2])[CH2:3][CH2:4][CH3:5].[CH2:22]1[O:23][CH2:24][CH2:25][CH2:26]1.[Cl:14][CH2:15][CH2:16][C:17](=[O:18])[O:19][CH2:20][CH3:21]>>[C:6]([CH2:7][C:17]([CH2:16][CH2:15][Cl:14])=[O:18])(=[O:8])[O:9][C:10]([CH3:11])([CH3:12])[CH3:13].